This data is from the Open Reaction Database (ORD), a public repository of structured organic reaction records. The task is: describe an organic reaction: reactants, conditions, products, and yield The reactants are [H-].[Al+3].[Li+].[H-].[H-].[H-] (lithium aluminium hydride), C(C1=CC=CC=C1)[C@H]1N(C(OC1)=O)C([C@@H](C(C)C)CC1=CC=C(C=C1)C(C)(C)C)=O (4(R)-benzyl-3-[2(R)-(p-tert-butyl-benzyl)-3-methyl-butyryl]-oxazolidin-2-one), C(C)(=O)OCC (ethyl acetate), O1CCCC1.O (tetrahydrofuran water), sulfudc acid. Reaction SMILES: C([C@@H]1COC(=O)N1[C:14](=[O:30])[C@H:15]([CH2:19][C:20]1[CH:25]=[CH:24][C:23]([C:26]([CH3:29])([CH3:28])[CH3:27])=[CH:22][CH:21]=1)[CH:16]([CH3:18])[CH3:17])C1C=CC=CC=1.[H-].[Al+3].[Li+].[H-].[H-].[H-].C(OCC)(=O)C.O1CCCC1.O>O1CCCC1>[C:26]([C:23]1[CH:22]=[CH:21][C:20]([CH2:19][C@H:15]([CH:16]([CH3:17])[CH3:18])[CH2:14][OH:30])=[CH:25][CH:24]=1)([CH3:28])([CH3:27])[CH3:29] |f:1.2.3.4.5.6,8.9|. Procedure: A solution of 4(R)-benzyl-3-[2(R)-(p-tert-butyl-benzyl)-3-methyl-butyryl]-oxazolidin-2-one (8.63 g) in tetrahydrofuran (40 ml) is added dropwise at 0° C., with stirring, to a suspension of lithium aluminium hydride (2.41 g) in tetrahydrofuran (160 ml). The reaction mixture is stirred for 4 hours at 0° C. and then, at 0° C., ethyl acetate (5 ml), 30 ml of a (1:1) mixture of tetrahydrofuran/water and 2N sulfudc acid (80 ml) are added in succession thereto. The supension is extracted with ethyl ace... Yields the product C(C)(C)(C)C1=CC=C(C[C@@H](CO)C(C)C)C=C1 (2(R)-(p-tert-butyl-benzyl)-3-methyl-butanol). Reaction conditions: temperature 0 celsius, time 4 hour. Run in O1CCCC1 (tetrahydrofuran), O1CCCC1 (tetrahydrofuran).